From a dataset of the Open Reaction Database (ORD), a public repository of structured organic reaction records. describe an organic reaction: reactants, conditions, products, and yield The reactants are COC(=O)c1cnc(Oc2ccccc2F)cn1, CCO, [K+], [OH-]. The product is O=C(O)c1cnc(Oc2ccccc2F)cn1. RXN SMILES: [CH3:1][O:2][C:3](=[O:4])[c:5]1[n:6][cH:7][c:8]([O:11][c:12]2[c:13]([F:18])[cH:14][cH:15][cH:16][cH:17]2)[n:9][cH:10]1.[CH3:21][CH2:22][OH:23].[K+:20].[OH-:19]>>[O:2]=[C:3]([OH:4])[c:5]1[n:6][cH:7][c:8]([O:11][c:12]2[c:13]([F:18])[cH:14][cH:15][cH:16][cH:17]2)[n:9][cH:10]1. Starting materials: C1C(CCCCCCC)O1 (1-nonene oxide), C(CCN)N (1,3-propanediamine). The solvent is CO (methanol). Yields the product C(CCNCC(CCCCCCC)O)NCC(CCCCCCC)O (N,N'-(1,3-propylene)-bis[2-hydroxynonylamine]). RXN SMILES: [CH2:1]1[O:10][CH:2]1[CH2:3][CH2:4][CH2:5][CH2:6][CH2:7][CH2:8][CH3:9].[CH2:11]([NH2:15])[CH2:12][CH2:13][NH2:14]>CO>[CH2:11]([NH:15][CH2:1][CH:2]([OH:10])[CH2:3][CH2:4][CH2:5][CH2:6][CH2:7][CH2:8][CH3:9])[CH2:12][CH2:13][NH:14][CH2:1][CH:2]([OH:10])[CH2:3][CH2:4][CH2:5][CH2:6][CH2:7][CH2:8][CH3:9]. Procedure details: In a manner similar to that of Example 1, condensation of 1-nonene oxide (120 g.) and 1,3-propanediamine (31.2 g.) and two recrystallizations of the resulting product from methanol gave N,N'-(1,3-propylene)-bis[2-hydroxynonylamine] (I: R = CH3 (CH2)6, R' = H, X = (CH2)3, Z = H) (13.2 g., m.p. 107.0°-109.0° C.). Reactants: C(C)(C)(C)OC(=O)N1CCC(CC1)=O (4-oxo-piperidine-1-carboxylic acid tert-butyl ester), FC1=CC=C(C=C1)C=C[N+](=O)[O-] (1-fluoro-4-(2-nitro-vinyl)-benzene). Solvent: C(C1=CC=CC=C1)N (benzylamine). The product is C(C1=CC=CC=C1)N1C=C(C=2CNCCC21)C2=CC=C(C=C2)F (1-Benzyl-3-(4-fluoro-phenyl)-4,5,6,7-tetrahydro-1H-pyrrolo[3,2-c]pyridine). Yield: 70.0%. Reaction SMILES: C(OC([N:8]1[CH2:13][CH2:12][C:11](=O)[CH2:10][CH2:9]1)=O)(C)(C)C.[F:15][C:16]1[CH:21]=[CH:20][C:19]([CH:22]=[CH:23][N+:24]([O-])=O)=[CH:18][CH:17]=1>C(N)C1C=CC=CC=1>[CH2:22]([N:24]1[C:11]2[CH2:10][CH2:9][NH:8][CH2:13][C:12]=2[C:22]([C:19]2[CH:20]=[CH:21][C:16]([F:15])=[CH:17][CH:18]=2)=[CH:23]1)[C:19]1[CH:20]=[CH:21][CH:16]=[CH:17][CH:18]=1. Procedure details: The title compound (706.2 mg) was prepared from 1.31 g of 4-oxo-piperidine-1-carboxylic acid tert-butyl ester, 700 μL of benzylamine, and 1.10 g of 1-fluoro-4-(2-nitro-vinyl)-benzene. MS (ESI): exact mass calculated for C20H19FN2, 306.15. found, m/z 307.2 [M+H]+. 1H NMR (500 MHz, CD3OD): 7.36-7.25 (m, 5H), 7.18-7.15 (m, 2H), 7.11-7.05 (m, 3H), 5.13 (s, 2H), 4.33 (s, 2H), 3.50 (t, J=6.3 Hz, 2H), 2.86 (t, J=6.3 Hz, 2H). The reactants are COCCCCBr, [Mg], O=C(c1ccccc1)c1ccccc1. The product is COCCCCC(O)(c1ccccc1)c1ccccc1. As a reaction SMILES: [Br:2][CH2:3][CH2:4][CH2:5][CH2:6][O:7][CH3:8].[Mg:1].[O:9]=[C:10]([c:11]1[cH:12][cH:13][cH:14][cH:15][cH:16]1)[c:17]1[cH:18][cH:19][cH:20][cH:21][cH:22]1>>[CH2:3]([CH2:4][CH2:5][CH2:6][O:7][CH3:8])[C:10]([OH:9])([c:11]1[cH:12][cH:13][cH:14][cH:15][cH:16]1)[c:17]1[cH:18][cH:19][cH:20][cH:21][cH:22]1. The reactants are [BH4-], CCCCO, CC(C)(C)NCCCOc1ccccc1C(=O)c1cccc2[nH]ccc12, CC#N, [Na+], [Na+], [Na+], O=C([O-])[O-]. Yields the product CC(C)(C)NCCCOc1ccccc1C(O)c1cccc2[nH]ccc12. Reaction SMILES: [BH4-:32].[CH2:27]([OH:28])[CH2:29][CH2:30][CH3:31].[CH3:1][C:2]([CH3:3])([CH3:4])[NH:5][CH2:6][CH2:7][CH2:8][O:9][c:10]1[c:11]([C:16](=[O:17])[c:18]2[c:19]3[cH:20][cH:21][nH:22][c:23]3[cH:24][cH:25][cH:26]2)[cH:12][cH:13][cH:14][cH:15]1.[CH3:40][C:41]#[N:42].[Na+:33].[Na+:34].[Na+:35].[O-:36][C:37](=[O:38])[O-:39]>>[CH3:1][C:2]([CH3:3])([CH3:4])[NH:5][CH2:6][CH2:7][CH2:8][O:9][c:10]1[c:11]([CH:16]([OH:17])[c:18]2[c:19]3[cH:20][cH:21][nH:22][c:23]3[cH:24][cH:25][cH:26]2)[cH:12][cH:13][cH:14][cH:15]1. Starting materials: COC(=O)c1cnc2ccc(Br)cc2c1, O=C([O-])[O-], CN(C)C=O, [Cs+], [Cs+], Nc1ccccc1, CC(=O)[O-], CC(=O)[O-], O, [Pd+2], c1ccc(P(c2ccccc2)c2ccc3ccccc3c2-c2c(P(c3ccccc3)c3ccccc3)ccc3ccccc23)cc1. Yields the product COC(=O)c1cnc2ccc(Nc3ccccc3)cc2c1. Reaction SMILES: [Br:1][c:2]1[cH:3][c:4]2[cH:5][c:6]([C:12](=[O:13])[O:14][CH3:15])[cH:7][n:8][c:9]2[cH:10][cH:11]1.[C:69](=[O:70])([O-:71])[O-:72].[CH3:85][N:86]([CH3:87])[CH:88]=[O:89].[Cs+:73].[Cs+:74].[NH2:16][c:17]1[cH:18][cH:19][cH:20][cH:21][cH:22]1.[O-:76][C:77]([CH3:78])=[O:79].[O-:80][C:81]([CH3:82])=[O:83].[OH2:84].[Pd+2:75].[c:23]1(-[c:24]2[c:25]3[c:26]([cH:27][cH:28][cH:29][cH:30]3)[cH:31][cH:32][c:33]2[P:34]([c:35]2[cH:36][cH:37][cH:38][cH:39][cH:40]2)[c:41]2[cH:42][cH:43][cH:44][cH:45][cH:46]2)[c:47]2[c:48]([cH:49][cH:50][cH:51][cH:52]2)[cH:53][cH:54][c:55]1[P:56]([c:57]1[cH:58][cH:59][cH:60][cH:61][cH:62]1)[c:63]1[cH:64][cH:65][cH:66][cH:67][cH:68]1>>[c:2]1([NH:16][c:17]2[cH:18][cH:19][cH:20][cH:21][cH:22]2)[cH:3][c:4]2[cH:5][c:6]([C:12](=[O:13])[O:14][CH3:15])[cH:7][n:8][c:9]2[cH:10][cH:11]1. Conditions: time 30 minute. RXN SMILES: C([Li:5])(C)(C)C.Br[C:7]1[CH:12]=[CH:11][C:10]([CH3:13])=[CH:9][CH:8]=1.[CH3:14][C:15]1([CH3:46])[CH2:24][CH:23]=[C:22]([O:25]S(C(F)(F)F)(=O)=O)[C:21]2[CH:20]=[C:19]([N:33]=[N:34][C:35]3[CH:45]=[CH:44][C:38]([C:39]([O:41][CH2:42][CH3:43])=[O:40])=[CH:37][CH:36]=3)[CH:18]=[CH:17][C:16]1=2>C1COCC1.[NH4+].[Cl-].[Cl-].[Zn+2].[Cl-].C1C=CC([P]([Pd]([P](C2C=CC=CC=2)(C2C=CC=CC=2)C2C=CC=CC=2)([P](C2C=CC=CC=2)(C2C=CC=CC=2)C2C=CC=CC=2)[P](C2C=CC=CC=2)(C2C=CC=CC=2)C2C=CC=CC=2)(C2C=CC=CC=2)C2C=CC=CC=2)=CC=1>[Li:5][C:7]1[CH:12]=[CH:11][C:10]([CH3:13])=[CH:9][CH:8]=1.[CH3:46][C:15]1([CH3:14])[CH2:24][CH2:23][C:22](=[O:25])[C:21]2[CH:20]=[C:19]([N:33]=[N:34][C:35]3[CH:36]=[CH:37][C:38]([C:39]([O:41][CH2:42][CH3:43])=[O:40])=[CH:44][CH:45]=3)[CH:18]=[CH:17][C:16]1=2 |f:4.5,6.7.8,^1:60,62,81,100|. The solvent is C1CCOC1 (THF), C1CCOC1 (THF), [NH4+].[Cl-] (NH4Cl), C1CCOC1 (THF). Yield: 25.0%. Reported procedure: A solution of 4-lithiotoluene was prepared by the addition of 62.9 mg (0.58 ml, 0.98 mmol) of t-butyl lithium (1.7 M solution in pentane) to a cold solution (−78° C.) of 84.0 mg (0.491 mmol) of 4-bromotoluene in 1.0 ml of THF. After stirring for 30 minutes a solution of 107.0 mg (0.785 mmol) of zinc chloride in 2.0 ml of THF was added. The resulting solution was warmed to room temperature, stirred for 30 minutes, and added via cannula to a solution of 94.7 mg (0.196 mmol) of ethyl 4-[(5,6-dihydr... Reagents/catalysts: C=1C=CC(=CC1)[P](C=2C=CC=CC2)(C=3C=CC=CC3)[Pd]([P](C=4C=CC=CC4)(C=5C=CC=CC5)C=6C=CC=CC6)([P](C=7C=CC=CC7)(C=8C=CC=CC8)C=9C=CC=CC9)[P](C=1C=CC=CC1)(C=1C=CC=CC1)C=1C=CC=CC1 (tetrakis(triphenylphosphine)palladium(0)), [Cl-].[Zn+2].[Cl-] (zinc chloride). The product is [Li]C1=CC=C(C=C1)C (4-lithiotoluene), CC1(C=2C=CC(=CC2C(CC1)=O)N=NC1=CC=C(C(=O)OCC)C=C1)C (Ethyl 4-[(5,6,7,8-tetrahydro-5,5-dimethyl-8-oxo-2-naphthalenyl)azo]-benzoate), EtOAc-hexanes. Reactants: C(C)(C)(C)[Li] (t-butyl lithium), BrC1=CC=C(C=C1)C (4-bromotoluene), CC1(C=2C=CC(=CC2C(=CC1)OS(=O)(=O)C(F)(F)F)N=NC1=CC=C(C(=O)OCC)C=C1)C (ethyl 4-[(5,6-dihydro-5,5-dimethyl-8-(trifluoromethylsulfonyl)oxy-2-naphthalenyl)azo]-benzoate).